This data is from the Open Reaction Database (ORD), a public repository of structured organic reaction records. The task is: describe an organic reaction: reactants, conditions, products, and yield Starting materials: [Br-], C1CNCCN(CC2CC2)C1, O=C(Cl)Oc1ccc(Oc2ccc(C(F)(F)F)cn2)cc1, [K+]. The product is O=C(Oc1ccc(Oc2ccc(C(F)(F)F)cn2)cc1)N1CCCN(CC2CC2)CC1, Cl. RXN SMILES: [Br-:33].[CH:22]1([CH2:25][N:26]2[CH2:27][CH2:28][NH:29][CH2:30][CH2:31][CH2:32]2)[CH2:23][CH2:24]1.[Cl:1][C:2](=[O:3])[O:4][c:5]1[cH:6][cH:7][c:8]([O:11][c:12]2[n:13][cH:14][c:15]([C:18]([F:19])([F:20])[F:21])[cH:16][cH:17]2)[cH:9][cH:10]1.[K+:34]>>[C:2](=[O:3])([O:4][c:5]1[cH:6][cH:7][c:8]([O:11][c:12]2[n:13][cH:14][c:15]([C:18]([F:19])([F:20])[F:21])[cH:16][cH:17]2)[cH:9][cH:10]1)[N:29]1[CH2:28][CH2:27][N:26]([CH2:25][CH:22]2[CH2:23][CH2:24]2)[CH2:32][CH2:31][CH2:30]1.[ClH:1]. Starting materials: p-toluenetoluenesulphonic acid, ClC1=C(C(=O)C(C(=O)OCC)C(=O)OCC)C(=CC(=C1F)Cl)F (diethyl (2,4-dichloro-3,6-difluorobenzoyl)-malonate). Solvent: O (water). Yields the product residue, ClC1=C(C(=O)CC(=O)OCC)C(=CC(=C1F)Cl)F (ethyl (2,4-dichloro-3,6-difluorobenzoyl)-acetate). Isolated yield 49.8%. As a reaction SMILES: [Cl:1][C:2]1[C:20]([F:21])=[C:19]([Cl:22])[CH:18]=[C:17]([F:23])[C:3]=1[C:4]([CH:6](C(OCC)=O)[C:7]([O:9][CH2:10][CH3:11])=[O:8])=[O:5]>O>[Cl:1][C:2]1[C:20]([F:21])=[C:19]([Cl:22])[CH:18]=[C:17]([F:23])[C:3]=1[C:4]([CH2:6][C:7]([O:9][CH2:10][CH3:11])=[O:8])=[O:5]. Reported procedure: 0.04 g of p-toluenetoluenesulphonic acid is added to an emulsion of 34.7 g of crude diethyl (2,4-dichloro-3,6-difluorobenzoyl)-malonate in 40 ml of water. The mixture is heated at the boiling point for 3 hours, while stirring thoroughly, the cooled emulsion is extracted several times with methylene chloride, the combined CH2Cl2 solutions are washed once with saturated sodium chloride solution and dried with Na2SO4 and the solvent is distilled off in vacuo. Fractionation of the residue (33.9 g) i... Starting materials: [Ti](Cl)(Cl)(Cl)Cl (titanium tetrachloride), C(C)[N-]CC.[Li+] (lithium diethylamide). Solvent: C1(=CC=CC=C1)C (toluene). Reaction conditions: temperature -78 celsius. The product is C(C)[N-]CC.C(C)[N-]CC.C(C)[N-]CC.C(C)[N-]CC.[Ti+4] (titanium tetrakis(diethylamide)). Reaction SMILES: [Ti:1](Cl)(Cl)(Cl)Cl.[CH2:6]([N-:8][CH2:9][CH3:10])[CH3:7].[Li+]>C1(C)C=CC=CC=1>[CH2:6]([N-:8][CH2:9][CH3:10])[CH3:7].[CH2:6]([N-:8][CH2:9][CH3:10])[CH3:7].[CH2:6]([N-:8][CH2:9][CH3:10])[CH3:7].[CH2:6]([N-:8][CH2:9][CH3:10])[CH3:7].[Ti+4:1] |f:1.2,4.5.6.7.8|. Procedure: The same apparatus described in Step (1) of Example B is used in this procedure. The 250 mL dropping funnel is charged with 50 mL of toluene and titanium tetrachloride, 7.7 mL (75 mmole), and added to the solution of lithium diethylamide which is chilled to -78° C. over the course of 30 minutes. The mixture is warmed to room temperature then refluxed two hours. All volatiles are removed under vacuum and the residue is extracted twice with 100 mL portions of hexane and filtered from the lithium s... Reactants: BrCCCCCBr, CCOC(=O)c1ccc(N)cc1, CCN(C(C)C)C(C)C, O, c1ccccc1. Yields the product CCOC(=O)c1ccc(N2CCCCC2)cc1. As a reaction SMILES: [Br:13][CH2:14][CH2:15][CH2:16][CH2:17][CH2:18][Br:19].[CH3:1][CH2:2][O:3][C:4](=[O:5])[c:6]1[cH:7][cH:8][c:9]([NH2:10])[cH:11][cH:12]1.[CH:20]([N:21]([CH:22]([CH3:23])[CH3:24])[CH2:25][CH3:26])([CH3:27])[CH3:28].[OH2:35].[cH:29]1[cH:30][cH:31][cH:32][cH:33][cH:34]1>>[CH3:1][CH2:2][O:3][C:4](=[O:5])[c:6]1[cH:7][cH:8][c:9]([N:10]2[CH2:14][CH2:15][CH2:16][CH2:17][CH2:18]2)[cH:11][cH:12]1.